This data is from the Open Reaction Database (ORD), a public repository of structured organic reaction records. The task is: describe an organic reaction: reactants, conditions, products, and yield Starting materials: O=C(CCC(=O)OCCOC(CCC(CCCCCCC)=O)=O)CCCCCCC (4-oxo-undecanoic acid 2-(4-oxo-undecanoyloxy)-ethyl ester), CC1=C(C=C(C(=C1Br)O)Br)C2(C=3C=CC=CC3S(=O)(=O)O2)C=4C=C(C(=C(C4C)Br)O)Br (bromocresol green), C(#N)[BH3-].[Na+] (sodium cyanoborohydride). Solvent: Cl (HCl), CO (methanol). Reaction conditions: time 2.5 hour. Yields the product OC(CCC(=O)OCCOC(CCC(CCCCCCC)O)=O)CCCCCCC (4-Hydroxy-undecanoic acid 2-(4-hydroxy-undecanoyloxy)-ethyl ester). RXN SMILES: [O:1]=[C:2]([CH2:24][CH2:25][CH2:26][CH2:27][CH2:28][CH2:29][CH3:30])[CH2:3][CH2:4][C:5]([O:7][CH2:8][CH2:9][O:10][C:11](=[O:23])[CH2:12][CH2:13][C:14](=[O:22])[CH2:15][CH2:16][CH2:17][CH2:18][CH2:19][CH2:20][CH3:21])=[O:6].CC1C(Br)=C(O)C(Br)=CC=1C1(C2C=C(Br)C(O)=C(Br)C=2C)OS(=O)(=O)C2C=CC=CC1=2.C([BH3-])#N.[Na+]>CO.Cl>[OH:1][CH:2]([CH2:24][CH2:25][CH2:26][CH2:27][CH2:28][CH2:29][CH3:30])[CH2:3][CH2:4][C:5]([O:7][CH2:8][CH2:9][O:10][C:11](=[O:23])[CH2:12][CH2:13][CH:14]([OH:22])[CH2:15][CH2:16][CH2:17][CH2:18][CH2:19][CH2:20][CH3:21])=[O:6] |f:2.3|. Reported procedure: To a solution of 21.54 g 4-oxo-undecanoic acid 2-(4-oxo-undecanoyloxy)-ethyl ester and a of bromocresol green in 150 ml of methanol, 6.34 g sodium cyanoborohydride was added. The resulting reaction mixture was stirred for 2.5 hours at room temperature,while dropping in 2N HCl to adjust the pH<3.8. The solvent was then evaporated, the solid residue was dissolved in ether and washed with water. The organic phase was dried and evaporated to dryness to yield the compound. The reactants are FC(C1=CC=C2C=CCC2=C1)(F)F (6-(trifluoromethyl)-1H-indene), solution, C(C)(C)(C)OO (tert-butyl hydroperoxide). Reagents/catalysts: [Ti](Cl)(Cl)(Cl)Cl (titanium tetrachloride). The solvent is ClCCl (dichloromethane), CCCCCCCCCC (n-decane). Run at temperature -78 celsius, time 1 hour. The product is FC(C1=CC=2CC3C(O3)C2C=C1)(F)F (4-(Trifluoromethyl)-6,6a-dihydro-1aH-indeno[1,2-b]oxirene). Reaction SMILES: [F:1][C:2]([F:13])([F:12])[C:3]1[CH:11]=[C:10]2[C:6]([CH:7]=[CH:8][CH2:9]2)=[CH:5][CH:4]=1.C([O:18]O)(C)(C)C>ClCCl.CCCCCCCCCC.[Ti](Cl)(Cl)(Cl)Cl>[F:1][C:2]([F:12])([F:13])[C:3]1[CH:4]=[CH:5][C:6]2[CH:7]3[O:18][CH:8]3[CH2:9][C:10]=2[CH:11]=1. Procedure: To a solution of 6-(trifluoromethyl)-1H-indene (1.1 g, 6 mmol) in anhydrous dichloromethane (80 mL) at −78° C. was added a 5.5 M solution of tert-butyl hydroperoxide in n-decane (1.3 mL) followed by titanium tetrachloride (0.79 mL, 7.2 mmol). After being stirred at −78° C. for 1 h, the resulting brown solution was quenched with a mixture of Et2O/saturated Na2SO3 solution. The mixture was stirred at ambient temperature for 1 h to give a colorless solution. The organic layer was separated and wash... Reactants: C1CCOC1, Cl, CCCN(Cc1ccc(F)cc1F)C(=O)CCc1ccc(OCc2ccccc2C(=O)OC)cc1, [Li+], [OH-], O. Yields the product CCCN(Cc1ccc(F)cc1F)C(=O)CCc1ccc(OCc2ccccc2C(=O)O)cc1. As a reaction SMILES: [CH2:39]1[O:40][CH2:41][CH2:42][CH2:43]1.[ClH:38].[F:1][c:2]1[c:3]([CH2:4][N:5]([C:6]([CH2:7][CH2:8][c:9]2[cH:10][cH:11][c:12]([O:13][CH2:14][c:15]3[c:16]([C:17](=[O:18])[O:19][CH3:20])[cH:21][cH:22][cH:23][cH:24]3)[cH:25][cH:26]2)=[O:27])[CH2:28][CH2:29][CH3:30])[cH:31][cH:32][c:33]([F:35])[cH:34]1.[Li+:36].[OH-:37].[OH2:44]>>[F:1][c:2]1[c:3]([CH2:4][N:5]([C:6]([CH2:7][CH2:8][c:9]2[cH:10][cH:11][c:12]([O:13][CH2:14][c:15]3[c:16]([C:17](=[O:18])[OH:19])[cH:21][cH:22][cH:23][cH:24]3)[cH:25][cH:26]2)=[O:27])[CH2:28][CH2:29][CH3:30])[cH:31][cH:32][c:33]([F:35])[cH:34]1.